The task is: describe an organic reaction: reactants, conditions, products, and yield. This data is from the Open Reaction Database (ORD), a public repository of structured organic reaction records. Starting materials: CS(=O)C (dimethyl sulfoxide), C(C)(C)N(C(C)C)CC (N,N-diisopropylethylamine), C1(CCCCC1)CCCO (3-Cyclohexyl-1-propanol). Solvent: C(Cl)Cl (DCM), C(Cl)Cl (DCM). Reaction conditions: time 1 hour. The product is C1(CCCCC1)CCC=O (3-cyclohexylpropionaldehyde). Yield: 97.5%. Reaction SMILES: [CH:1]1([CH2:7][CH2:8][CH2:9][OH:10])[CH2:6][CH2:5][CH2:4][CH2:3][CH2:2]1.CS(C)=O.C(N(CC)C(C)C)(C)C>C(Cl)Cl>[CH:1]1([CH2:7][CH2:8][CH:9]=[O:10])[CH2:6][CH2:5][CH2:4][CH2:3][CH2:2]1. Reported procedure: 3-Cyclohexyl-1-propanol (3.96 g, 27.8 mmol) was dissolved in DCM (90 mL) at 0° C. and treated sequentially with dimethyl sulfoxide (3.25 g, 41.7 mmol), N,N-diisopropylethylamine (8.98 g, 69.6 mmol) and sulfur trioxide pyridine complex (11 g, 69.6 mmol). After one hour, the reaction mixture was diluted with DCM (100 mL) and washed with 1N aqueous HCl (3×50 mL), saturated sodium bicarbonate (3×50 mL), and brine. The organic layer was dried over MgSO4, filtered, and concentrated to yield the title ... The reactants are C(#N)C1(CCS(CC1)(=O)=O)C1=CC(=C(C=C1)NC(=O)C=1N(C=C(N1)C#N)COCC[Si](C)(C)C)C1=CCC(CC1)(C)C (4-cyano-1-(2-trimethylsilanyl-ethoxymethyl)-1H-imidazole-2-carboxylic acid [4-(4-cyano-1,1-dioxo-hexahydro-1λ6-thiopyran-4-yl)-2-(4,4-dimethyl-cyclohex-1-enyl)-phenyl]-amide), CCO (EtOH), C(=O)(C(F)(F)F)O (TFA). Run in C(Cl)Cl (CH2Cl2). Conditions: time 3 hour. The product is 20-g, C(#N)C1(CCS(CC1)(=O)=O)C1=CC(=C(C=C1)NC(=O)C=1NC=C(N1)C#N)C1=CCC(CC1)(C)C (4-Cyano-1H-imidazole-2-carboxylic acid [4-(4-cyano-1,1-dioxo-hexahydro-1λ6-thiopyran-4-yl)-2-(4,4-dimethyl-cyclohex-1-enyl)-phenyl]-amide). The yield is 33.0%. Reaction SMILES: [C:1]([C:3]1([C:11]2[CH:16]=[CH:15][C:14]([NH:17][C:18]([C:20]3[N:21](COCC[Si](C)(C)C)[CH:22]=[C:23]([C:25]#[N:26])[N:24]=3)=[O:19])=[C:13]([C:35]3[CH2:40][CH2:39][C:38]([CH3:42])([CH3:41])[CH2:37][CH:36]=3)[CH:12]=2)[CH2:8][CH2:7][S:6](=[O:10])(=[O:9])[CH2:5][CH2:4]1)#[N:2].C(O)(C(F)(F)F)=O.CCO>C(Cl)Cl>[C:1]([C:3]1([C:11]2[CH:16]=[CH:15][C:14]([NH:17][C:18]([C:20]3[NH:21][CH:22]=[C:23]([C:25]#[N:26])[N:24]=3)=[O:19])=[C:13]([C:35]3[CH2:40][CH2:39][C:38]([CH3:42])([CH3:41])[CH2:37][CH:36]=3)[CH:12]=2)[CH2:4][CH2:5][S:6](=[O:9])(=[O:10])[CH2:7][CH2:8]1)#[N:2]. Reported procedure: A solution of 4-cyano-1-(2-trimethylsilanyl-ethoxymethyl)-1H-imidazole-2-carboxylic acid [4-(4-cyano-1,1-dioxo-hexahydro-1λ6-thiopyran-4-yl)-2-(4,4-dimethyl-cyclohex-1-enyl)-phenyl]-amide (193 mg, 0.318 mmol, as prepared in the previous step) in CH2Cl2 (10 mL) was treated with TFA (2 mL) and stirred at RT for 3 h. EtOH (5 mL) was added, and the mixture was concentrated to dryness. The residue was taken up in CH2Cl2 and carefully washed with satd aq NaHCO3 (1×). The aqueous layer was extracted wi... Reactants: CN(C)C=O, CCN(C(C)C)C(C)C, [Cl-], O=C(Cl)C(Cl)c1ccccc1, ClCCl, O, c1ccc(-c2n[nH]c3ncc4c(c23)CC[NH2+]C4)cc1. The product is O=C(C(Cl)c1ccccc1)N1CCc2c(cnc3[nH]nc(-c4ccccc4)c23)C1. As a reaction SMILES: [CH3:41][N:42]([CH3:43])[CH:44]=[O:45].[CH:21]([N:22]([CH2:23][CH3:24])[CH:25]([CH3:26])[CH3:27])([CH3:28])[CH3:29].[Cl-:1].[Cl:30][CH:31]([C:32](=[O:33])[Cl:34])[c:35]1[cH:36][cH:37][cH:38][cH:39][cH:40]1.[Cl:46][CH2:47][Cl:48].[OH2:49].[c:2]1(-[c:8]2[n:9][nH:10][c:11]3[n:12][cH:13][c:14]4[c:19]([c:20]23)[CH2:18][CH2:17][NH2+:16][CH2:15]4)[cH:3][cH:4][cH:5][cH:6][cH:7]1>>[c:2]1(-[c:8]2[n:9][nH:10][c:11]3[n:12][cH:13][c:14]4[c:19]([c:20]23)[CH2:18][CH2:17][N:16]([C:32]([CH:31]([Cl:30])[c:35]2[cH:36][cH:37][cH:38][cH:39][cH:40]2)=[O:33])[CH2:15]4)[cH:3][cH:4][cH:5][cH:6][cH:7]1. The reactants are NCc1ccccc1C(F)(F)F, CN(C)C=O, O, On1nnc2ccccc21, O=C(O)c1ccc2cnccc2n1. Product: O=C(NCc1ccccc1C(F)(F)F)c1ccc2cnccc2n1. As a reaction SMILES: [F:25][C:26]([c:27]1[c:28]([CH2:29][NH2:30])[cH:31][cH:32][cH:33][cH:34]1)([F:35])[F:36].[O:37]=[CH:38][N:39]([CH3:40])[CH3:41].[OH2:14].[OH:15][n:16]1[c:17]2[cH:18][cH:19][cH:20][cH:21][c:22]2[n:23][n:24]1.[n:1]1[c:2]([C:11](=[O:12])[OH:13])[cH:3][cH:4][c:5]2[cH:6][n:7][cH:8][cH:9][c:10]12>>[n:1]1[c:2]([C:11](=[O:13])[NH:30][CH2:29][c:28]2[c:27]([C:26]([F:25])([F:35])[F:36])[cH:34][cH:33][cH:32][cH:31]2)[cH:3][cH:4][c:5]2[cH:6][n:7][cH:8][cH:9][c:10]12. Isolated yield 45.7%. Product: ClC1=CC(=C(N=N1)OC1=C(C=CC=C1C)C1CC1)O (6-chloro-3-(2-cyclopropyl-6-methylphenoxy)-4-pyridazinol). Procedure: To a mixture of 301 mg (purity: 100%; 1.82 mmol) of 4-hydroxy-3,6-dichloropyridazine and 827 mg (5.49 mmol) of 2-cyclopropyl-6-methylphenol were added dipropylaniline (2.76 g) and 325 mg (5.51 mmol) of 95% potassium hydroxide at room temperature. The resultant mixture was heated to 180° C. while stirring, and stirred at that temperature for 4 hours. Then, the resultant reaction mixture was cooled to room temperature, and a 1 N aqueous hydrochloric acid solution and methanol were added to the rea... The solvent is CO (methanol). Reaction SMILES: [OH:1][C:2]1[CH:7]=[C:6]([Cl:8])[N:5]=[N:4][C:3]=1Cl.[CH:10]1([C:13]2[CH:18]=[CH:17][CH:16]=[C:15]([CH3:19])[C:14]=2[OH:20])[CH2:12][CH2:11]1.C(N(CCC)C1C=CC=CC=1)CC.[OH-].[K+].Cl>CO>[Cl:8][C:6]1[N:5]=[N:4][C:3]([O:20][C:14]2[C:15]([CH3:19])=[CH:16][CH:17]=[CH:18][C:13]=2[CH:10]2[CH2:11][CH2:12]2)=[C:2]([OH:1])[CH:7]=1 |f:3.4|. Starting materials: resultant mixture, OC1=C(N=NC(=C1)Cl)Cl (4-hydroxy-3,6-dichloropyridazine), C1(CC1)C1=C(C(=CC=C1)C)O (2-cyclopropyl-6-methylphenol), Cl (hydrochloric acid), C(CC)N(C1=CC=CC=C1)CCC (dipropylaniline), [OH-].[K+] (potassium hydroxide). The reactants are ClC1=CC=C(C=C1)C(CCN1CCC(CC1)C=1C=C(C=CC1)NC(C(C)C)=O)O (N-(3-{1-[3-(4-chlorophenyl)-3-hydroxypropyl]-4-piperidinyl}phenyl)-2-methylpropanamide), C1(=CC=CC=C1O)C (o-cresol). Yields the product ClC1=CC=C(C=C1)C(CCN1CCC(CC1)C=1C=C(C=CC1)NC(C(C)C)=O)OC1=C(C=CC=C1)C (N-(3-{1-[3-(4-CHLOROPHENYL)-3-(2-METHYLPHENOXY)PROPYL]-4-PIPERIDINYL}PHENYL)-2-METHYLPROPANAMIDE). Reaction SMILES: [Cl:1][C:2]1[CH:7]=[CH:6][C:5]([CH:8]([OH:29])[CH2:9][CH2:10][N:11]2[CH2:16][CH2:15][CH:14]([C:17]3[CH:18]=[C:19]([NH:23][C:24](=[O:28])[CH:25]([CH3:27])[CH3:26])[CH:20]=[CH:21][CH:22]=3)[CH2:13][CH2:12]2)=[CH:4][CH:3]=1.[C:30]1([CH3:37])[C:35](O)=[CH:34][CH:33]=[CH:32][CH:31]=1>>[Cl:1][C:2]1[CH:3]=[CH:4][C:5]([CH:8]([O:29][C:31]2[CH:32]=[CH:33][CH:34]=[CH:35][C:30]=2[CH3:37])[CH2:9][CH2:10][N:11]2[CH2:16][CH2:15][CH:14]([C:17]3[CH:18]=[C:19]([NH:23][C:24](=[O:28])[CH:25]([CH3:26])[CH3:27])[CH:20]=[CH:21][CH:22]=3)[CH2:13][CH2:12]2)=[CH:6][CH:7]=1. Reported procedure: Prepared by Procedure A and Scheme AN using N-(3-{1-[3-(4-chlorophenyl)-3-hydroxypropyl]-4-piperidinyl}phenyl)-2-methylpropanamide and o-cresol: ESMS m/e: 505.4 (M+H)+. The reactants are C1(C=CC2=CC=CC=C12)CCNO (N-(2-(1H-Indene-1-yl)ethyl)hydroxylamine). Reagents/catalysts: [Zn] (zinc). Run in C(C)(=O)O (acetic acid). The product is C1C=C(C2=CC=CC=C12)CCN ((2-(1H-indene-3-yl)ethyl)amine). RXN SMILES: [CH:1]1([CH2:10][CH2:11][NH:12]O)[C:9]2[C:4](=[CH:5][CH:6]=[CH:7][CH:8]=2)[CH:3]=[CH:2]1>C(O)(=O)C.[Zn]>[CH2:3]1[C:4]2[C:9](=[CH:8][CH:7]=[CH:6][CH:5]=2)[C:1]([CH2:10][CH2:11][NH2:12])=[CH:2]1. Procedure details: N-(2-(1H-Indene-1-yl)ethyl)hydroxylamine (85 mg, 0.486 mmol) was added to a slurry of zinc dust (104 mg, 1.59 mmol) in glacial acetic acid (3 ml), and the mixture was heated at 65° for 2 hours. The mixture was cooled and filtered, then made basic with conc. ammonium hydroxide and extracted with ether. The ether layer was washed with water, then with brine, dried ober sodium sulfate, filtered, and evaporated to dryness in vacuo. The residue was chromatographed on a silica gel column eluted with 9... Reactants: ON=C(C(=O)OC)C=1SC=CC1 (methyl 2-hydroxyimino-2-(thien-2-yl)acetate), C(=C)OCC (ethyl vinyl ether). The reagents and catalysts are P(=O)(Cl)(Cl)Cl (phosphorous oxychloride). The solvent is C(C)(=O)OCC (ethyl acetate). Conditions: time 20 minute. Yields the product C(C)OCCON=C(C(=O)OC)C=1SC=CC1 (methyl 2-(1-ethoxy)ethoxyimino-2-(thien-2-yl)acetate). The yield is 100.0%. Reaction SMILES: [OH:1][N:2]=[C:3]([C:8]1[S:9][CH:10]=[CH:11][CH:12]=1)[C:4]([O:6][CH3:7])=[O:5].[CH:13]([O:15][CH2:16][CH3:17])=[CH2:14]>C(OCC)(=O)C.P(Cl)(Cl)(Cl)=O>[CH2:13]([O:15][CH2:16][CH2:17][O:1][N:2]=[C:3]([C:8]1[S:9][CH:10]=[CH:11][CH:12]=1)[C:4]([O:6][CH3:7])=[O:5])[CH3:14]. Procedure: To a stirred mixture of methyl 2-hydroxyimino-2-(thien-2-yl)acetate syn-isomer (3.98 g.) and ethyl vinyl ether (2.5 mls) in ethyl acetate (25 mls) was added phosphorous oxychloride (2 drops). After 20 mins. at 50° the ethyl acetate was washed with saturated sodium bicarbonate solution, dried over sodium sulphate and evaporated to an oil, giving methyl 2-(1-ethoxy)ethoxyimino-2-(thien-2-yl)acetate (syn-isomer) (5.7 g; 100%) λmax. (EtOH) 289 nm (ε 11,700), τ (CDCl3 ; 60 MHz) 2.61 (multiplet; thien...